This data is from the Open Reaction Database (ORD), a public repository of structured organic reaction records. The task is: describe an organic reaction: reactants, conditions, products, and yield Starting materials: COC1=CC=C(CC[Mg]I)C=C1 (4-methoxyphenethyl magnesium iodide), BrCC=C (3-bromoprop-1-ene). The solvent is O1CCCC1 (tetrahydrofuran). Reaction conditions: time 14 hour. The product is COC1=CC=C(C=C1)CCCC=C (5-(4-methoxyphenyl)pent-1-ene). RXN SMILES: [CH3:1][O:2][C:3]1[CH:12]=[CH:11][C:6]([CH2:7][CH2:8][Mg]I)=[CH:5][CH:4]=1.Br[CH2:14][CH:15]=[CH2:16]>O1CCCC1>[CH3:1][O:2][C:3]1[CH:12]=[CH:11][C:6]([CH2:7][CH2:8][CH2:16][CH:15]=[CH2:14])=[CH:5][CH:4]=1. Procedure details: A solution containing 4-methoxyphenethyl magnesium iodide (prepared from 60 g, 0.23 mol of 4-methoxyphenethyl iodide and excess magnesium turnings) in anhydrous tetrahydrofuran (200 ml) at 0° C. under a nitrogen atmosphere was treated with 3-bromoprop-1-ene (46.7 g, 0.33 mol) and then stirred at room temperature for 14 hours. The resulting solution was washed with saturated aqueous ammonium chloride solution (3×100 ml) and the aqueous washings were back extracted with dichloromethane (3×100 ml).... Reactants: FC(C1=CC=C(C=C1)C1=NSC2=C1C=CC(=C2)C#CCCO)(F)F (4-[3-(4-Trifluoromethyl-phenyl)-benzo[d]isothiazol-6-yl]-but-3-yn-1-ol), CNC (Dimethylamine). The product is CN(CCC#CC1=CC2=C(C(=NS2)C2=CC=C(C=C2)C(F)(F)F)C=C1)C (Dimethyl-{4-[3-(4-trifluoromethyl-phenyl)-benzo[d]isothiazol-6-yl]-but-3-ynyl}-amine). Reaction SMILES: [F:1][C:2]([F:24])([F:23])[C:3]1[CH:8]=[CH:7][C:6]([C:9]2[C:13]3[CH:14]=[CH:15][C:16]([C:18]#[C:19][CH2:20][CH2:21]O)=[CH:17][C:12]=3[S:11][N:10]=2)=[CH:5][CH:4]=1.[CH3:25][NH:26][CH3:27]>>[CH3:25][N:26]([CH3:27])[CH2:21][CH2:20][C:19]#[C:18][C:16]1[CH:15]=[CH:14][C:13]2[C:9]([C:6]3[CH:7]=[CH:8][C:3]([C:2]([F:24])([F:23])[F:1])=[CH:4][CH:5]=3)=[N:10][S:11][C:12]=2[CH:17]=1. Reported procedure: In analogy to example 19.1, 4-[3-(4-Trifluoromethyl-phenyl)-benzo[d]isothiazol-6-yl]-but-3-yn-1-ol and Dimethylamine were converted to yield Dimethyl-{4-[3-(4-trifluoromethyl-phenyl)-benzo[d]isothiazol-6-yl]-but-3-ynyl}-amine as brown oil, MS: 375 (MH+). Starting materials: ClC1=CC=C(N=N1)C(F)(F)F (6-chloro-3-trifluoromethylpyridazine), [OH-].[Na+] (sodium hydroxide). The solvent is O (water). The product is FC(C1=CC=C(N=N1)O)(F)F (6-Trifluoromethyl-pyridazin-3-ol). Reaction SMILES: Cl[C:2]1[N:7]=[N:6][C:5]([C:8]([F:11])([F:10])[F:9])=[CH:4][CH:3]=1.[OH-:12].[Na+]>O>[F:9][C:8]([F:11])([F:10])[C:5]1[N:6]=[N:7][C:2]([OH:12])=[CH:3][CH:4]=1 |f:1.2|. Reported procedure: A mixture of 6-chloro-3-trifluoromethylpyridazine (10 g, 54. 9 mmol) (prepared by following the procedure described in Goodman, A. J.; Stanforth, S. P.; Tarbit B. Tetrahedron 1999, 55, 15067-15070) and sodium hydroxide (8 g, 0.7 mmol) in water (150 ml) was stirred at reflux for 5 h. After this period, the solvent was evaporated in vacuo and the crude product dried at 60° C. under vacuum for 16 h. to yield D3, mixed with sodium chloride, (16.2 g,>100%) as a solid. C5H3F3N2O requires 164; Found 16... Starting materials: COc1cc(CC(=O)Nc2ccc(C=CC(=O)OC(C)(C)C)cc2)ccc1NC(=O)Nc1ccccc1C, C1COCCN1, [Li]CCCC, CCOC(C)=O, [Cl-], [H-], [Na+], [Na+], C1CCOC1. Product: COc1cc(CC(=O)Nc2ccc(C(CC(=O)OC(C)(C)C)N3CCOCC3)cc2)ccc1NC(=O)Nc1ccccc1C. RXN SMILES: [C:12]([CH3:13])([CH3:14])([CH3:15])[O:16][C:17]([CH:18]=[CH:19][c:20]1[cH:21][cH:22][c:23]([NH:26][C:27]([CH2:28][c:29]2[cH:30][c:31]([O:46][CH3:47])[c:32]([NH:35][C:36](=[O:37])[NH:38][c:39]3[c:40]([CH3:45])[cH:41][cH:42][cH:43][cH:44]3)[cH:33][cH:34]2)=[O:48])[cH:24][cH:25]1)=[O:49].[CH2:1]1[CH2:2][O:3][CH2:4][CH2:5][NH:6]1.[CH2:7]([Li:8])[CH2:9][CH2:10][CH3:11].[CH3:59][CH2:60][O:61][C:62](=[O:63])[CH3:64].[Cl-:53].[H-:50].[Na+:51].[Na+:52].[O:54]1[CH2:55][CH2:56][CH2:57][CH2:58]1>>[CH2:1]1[CH2:2][O:3][CH2:4][CH2:5][N:6]1[CH:19]([CH2:18][C:17]([O:16][C:12]([CH3:13])([CH3:14])[CH3:15])=[O:49])[c:20]1[cH:21][cH:22][c:23]([NH:26][C:27]([CH2:28][c:29]2[cH:30][c:31]([O:46][CH3:47])[c:32]([NH:35][C:36](=[O:37])[NH:38][c:39]3[c:40]([CH3:45])[cH:41][cH:42][cH:43][cH:44]3)[cH:33][cH:34]2)=[O:48])[cH:24][cH:25]1.